This data is from the Open Reaction Database (ORD), a public repository of structured organic reaction records. The task is: describe an organic reaction: reactants, conditions, products, and yield Reactants: solid, BrC1=CC(=CC=2C(=C3N(C12)CCNC3=O)C)C#N (6-bromo-10-methyl-1-oxo-1,2,3,4-tetrahydro-pyrazino[1,2-a]indole-8-carbonitrile), BrC1=CC(=CC=2C(=C3N(C12)CCNC3=O)C)C#N (6-bromo-10-methyl-1-oxo-1,2,3,4-tetrahydro-pyrazino[1,2-a]indole-8-carbonitrile), B(C=1C=CC(=CC1)C)(O)O (p-tolylboronic acid). Product: CC1=C2N(C=3C(=CC(=CC13)C#N)C1=CC=C(C=C1)C)CCNC2=O (10-Methyl-6-(4-methylphenyl)-1-oxo-3,4-dihydro-2H-pyrazino[1,2-a]indole-8-carbonitrile). Reaction SMILES: Br[C:2]1[C:10]2[N:9]3[CH2:11][CH2:12][NH:13][C:14](=[O:15])[C:8]3=[C:7]([CH3:16])[C:6]=2[CH:5]=[C:4]([C:17]#[N:18])[CH:3]=1.B(O)(O)[C:20]1[CH:21]=[CH:22][C:23]([CH3:26])=[CH:24][CH:25]=1>>[CH3:16][C:7]1[C:6]2[CH:5]=[C:4]([C:17]#[N:18])[CH:3]=[C:2]([C:20]3[CH:25]=[CH:24][C:23]([CH3:26])=[CH:22][CH:21]=3)[C:10]=2[N:9]2[CH2:11][CH2:12][NH:13][C:14](=[O:15])[C:8]=12. Reported procedure: The title compound, light yellow solid (67 mg, 85%), MS (ISP) m/z=316.6 [(M+H)+], mp 277° C., was prepared in accordance with the general method of example 1 from 6-bromo-10-methyl-1-oxo-1,2,3,4-tetrahydro-pyrazino[1,2-a]indole-8-carbonitrile (intermediate 16) (76 mg, 0.25 mmol) and commercially available p-tolylboronic acid (44.2 mg, 0.325 mmol).